From a dataset of the Open Reaction Database (ORD), a public repository of structured organic reaction records. describe an organic reaction: reactants, conditions, products, and yield Reactants: CO (methanol), CCN=C=NCCCN(C)C.Cl (EDCI HCl), C(C)C1=NNC2=CC(=CC=C12)C(=O)O (3-ethyl-1H-indazol-6-yl-carboxylic acid), N1N=CC2=CC=CC=C12 (Indazole), IV. The reagents and catalysts are CN(C)C=1C=CN=CC1 (DMAP). The solvent is C(Cl)Cl (CH2Cl2). Run at time 8 hour. Yields the product C(C)C1=NNC2=CC(=CC=C12)C(=O)OC (methyl 3-ethyl-1H-indazol-6-yl-carboxylate). Reaction SMILES: [CH2:1]([C:3]1[C:11]2[C:6](=[CH:7][C:8]([C:12]([OH:14])=[O:13])=[CH:9][CH:10]=2)[NH:5][N:4]=1)[CH3:2].N1C2C(=CC=CC=2)[CH:17]=N1.CO.CCN=C=NCCCN(C)C.Cl>CN(C1C=CN=CC=1)C.C(Cl)Cl>[CH2:1]([C:3]1[C:11]2[C:6](=[CH:7][C:8]([C:12]([O:14][CH3:17])=[O:13])=[CH:9][CH:10]=2)[NH:5][N:4]=1)[CH3:2] |f:3.4|. Reported procedure: To a solution of 1.35 g (7.1 mmol) of 3-ethyl-1H-indazol-6-yl-carboxylic acid, [Marfat, A., et al., “Indazole Derivatives and Their Use as Inhibitors of Phosphodiesterase Type IV and the Production of Tumor Necrosis Factor TNF, U.S. Pat. No. 6,262,040], 2.9 mL (71 mmol) of methanol, and 0.95 g (7.8 mmol) of DMAP in 60 mL of CH2Cl2 was added 1.5 g (7.8 mmol) of EDCI-HCl. This mixture was stirred at room temperature overnight, concentrated and the residue dissolved in 50 ML of ethyl acetate. The o... Procedure: A mixture of 2,3,4,5-tetrahydro-1,4-benzothiazepine (4.56 g), formic acid (20 ml) and toluene (60 ml) was heated under reflux at 90° C. for four hours and then at 120° C. for a further three hours. The solvent was removed from the mixture by evaporation at reduced pressure. Purification of the residue by flash chromatography using dichloromethane as eluent gave 4-formyl-2,3,4,5-tetrahydro-1,4-benzothiazepine, which was recrystallised from hexane. Yield 3.73 g (m.p. 84°-87° C.). Yields the product C(=O)N1CCSC2=C(C1)C=CC=C2 (4-formyl-2,3,4,5-tetrahydro-1,4-benzothiazepine). Run at temperature 90 celsius, time 3 hour. The reactants are S1CCNCC2=C1C=CC=C2 (2,3,4,5-tetrahydro-1,4-benzothiazepine), C(=O)O (formic acid). The solvent is C1(=CC=CC=C1)C (toluene). RXN SMILES: [S:1]1[C:7]2[CH:8]=[CH:9][CH:10]=[CH:11][C:6]=2[CH2:5][NH:4][CH2:3][CH2:2]1.[CH:12](O)=[O:13]>C1(C)C=CC=CC=1>[CH:12]([N:4]1[CH2:5][C:6]2[CH:11]=[CH:10][CH:9]=[CH:8][C:7]=2[S:1][CH2:2][CH2:3]1)=[O:13]. Starting materials: OCCC=1OC2=C(C1)C=C(C=C2)CC(=O)OC (methyl 2-(2-hydroxyethyl)benzofuran-5-acetate), O(C1=CC=CC=C1)C1=CC(=C(C=C1)O)CCC (4-phenoxy-2-propylphenol). Product: O(C1=CC=CC=C1)C1=CC(=C(OCCC=2OC3=C(C2)C=C(C=C3)CC(=O)O)C=C1)CCC (2-(2-(4-phenoxy-2-propylphenoxy)ethyl)benzofuran-5-acetic Acid). RXN SMILES: [OH:1][CH2:2][CH2:3][C:4]1[O:5][C:6]2[CH:12]=[CH:11][C:10]([CH2:13][C:14]([O:16]C)=[O:15])=[CH:9][C:7]=2[CH:8]=1.[O:18]([C:25]1[CH:30]=[CH:29][C:28](O)=[C:27]([CH2:32][CH2:33][CH3:34])[CH:26]=1)[C:19]1[CH:24]=[CH:23][CH:22]=[CH:21][CH:20]=1>>[O:18]([C:25]1[CH:30]=[CH:29][C:28]([O:1][CH2:2][CH2:3][C:4]2[O:5][C:6]3[CH:12]=[CH:11][C:10]([CH2:13][C:14]([OH:16])=[O:15])=[CH:9][C:7]=3[CH:8]=2)=[C:27]([CH2:32][CH2:33][CH3:34])[CH:26]=1)[C:19]1[CH:20]=[CH:21][CH:22]=[CH:23][CH:24]=1. Reported procedure: Using the procedure from Example 1, steps F and G, the title compound was prepared from methyl 2-(2-hydroxyethyl)benzofuran-5-acetate and 4-phenoxy-2-propylphenol as a colorless solid. Starting materials: Na, C(=O)([O-])C(O)C(O)C(=O)[O-] (tartrate), ice, N1=C(C=CC2=CC=CC=C12)COC=1C=C2C=C(NC2=CC1)CC(C(=O)OC)(C)C (Methyl 3-[5-(quinolin-2-ylmethoxy)-indol-2-yl]-2,2-dimethylpropanoate), [Al+3].[Cl-].[Cl-].[Cl-] (AlCl3), CC(CC(=O)Cl)(C)C (3,3-dimethylbutanoyl chloride). The solvent is C(Cl)Cl (CH2Cl2), C(Cl)Cl (CH2Cl2). Run at time 15 minute. Product: CC(CC(=O)C1=C(NC2=CC=C(C=C12)OCC1=NC2=CC=CC=C2C=C1)CC(C(=O)OC)(C)C)(C)C (Methyl 3-[3-(3,3-dimethyl-1-oxo-1-butyl)-5-(quinolin-2-ylmethoxy)indol-2-yl]-2,2-dimethyl-p ropanoate). RXN SMILES: [Al+3].[Cl-].[Cl-].[Cl-].[CH3:5][C:6]([CH3:12])([CH3:11])[CH2:7][C:8](Cl)=[O:9].[N:13]1[C:22]2[C:17](=[CH:18][CH:19]=[CH:20][CH:21]=2)[CH:16]=[CH:15][C:14]=1[CH2:23][O:24][C:25]1[CH:26]=[C:27]2[C:31](=[CH:32][CH:33]=1)[NH:30][C:29]([CH2:34][C:35]([CH3:41])([CH3:40])[C:36]([O:38][CH3:39])=[O:37])=[CH:28]2.C(C(C(C([O-])=O)O)O)([O-])=O>C(Cl)Cl>[CH3:5][C:6]([CH3:12])([CH3:11])[CH2:7][C:8]([C:28]1[C:27]2[C:31](=[CH:32][CH:33]=[C:25]([O:24][CH2:23][C:14]3[CH:15]=[CH:16][C:17]4[C:22](=[CH:21][CH:20]=[CH:19][CH:18]=4)[N:13]=3)[CH:26]=2)[NH:30][C:29]=1[CH2:34][C:35]([CH3:41])([CH3:40])[C:36]([O:38][CH3:39])=[O:37])=[O:9] |f:0.1.2.3|. Procedure details: To a suspension of AlCl3 (5.7 g, 42 mmol) in CH2Cl2 (30 mL) at 0° C. was added 3,3-dimethylbutanoyl chloride (2.4 mL. 17 mmol). After 15 minutes at 0° C., a solution of the ester from step C (3.0 g, 7.7 mmol) in CH2Cl2 (10 mL) was added by double-tipped needle. The mixture was stirred a further 20 minutes, at which point it was poured into a mixture of 0.5M Na, K tartrate (150 mL) and ice (100 g). The product was extracted with EtOAc, and the organic layer was washed successively with 0.5M NaK t... Reactants: BrC=1C=C(C(=NC1)N1CCCCN2C1=NC1=C2C(=CC=C1Cl)C(CC)CC)C (1-(5-bromo-3-methylpyridin-2-yl)-10-chloro-7-(1-ethylpropyl)-2,3,4,5-tetrahydro-1H-[1,3]diazepino[1,2-a]benzimidazole), CN1C(CCC1)=O (1-methyl-2-pyrrolidinone). Reagents/catalysts: C=1C=CC(=CC1)[P](C=2C=CC=CC2)(C=3C=CC=CC3)[Pd]([P](C=4C=CC=CC4)(C=5C=CC=CC5)C=6C=CC=CC6)([P](C=7C=CC=CC7)(C=8C=CC=CC8)C=9C=CC=CC9)[P](C=1C=CC=CC1)(C=1C=CC=CC1)C=1C=CC=CC1 (tetrakis(triphenylphosphine)palladium), [C-]#N.[Zn+2].[C-]#N (zinc cyanide). Solvent: C(C)(=O)OCC (ethyl acetate). Conditions: temperature 100 celsius, time 14 hour. Yields the product ClC1=CC=C(C=2N3C(=NC21)N(CCCC3)C3=C(C=C(C=N3)C#N)C)C(CC)CC (6-[10-Chloro-7-(1-ethylpropyl)-2,3,4,5-tetrahydro-1H-[1,3]diazepino[1,2-a]benzimidazol-1-yl]-5-methylpyridine-3-carbonitrile). Yield: 48.0%. As a reaction SMILES: Br[C:2]1[CH:3]=[C:4]([CH3:28])[C:5]([N:8]2[C:14]3=[N:15][C:16]4[C:21]([Cl:22])=[CH:20][CH:19]=[C:18]([CH:23]([CH2:26][CH3:27])[CH2:24][CH3:25])[C:17]=4[N:13]3[CH2:12][CH2:11][CH2:10][CH2:9]2)=[N:6][CH:7]=1.[CH3:29][N:30]1CCCC1=O>C(OCC)(=O)C.C1C=CC([P]([Pd]([P](C2C=CC=CC=2)(C2C=CC=CC=2)C2C=CC=CC=2)([P](C2C=CC=CC=2)(C2C=CC=CC=2)C2C=CC=CC=2)[P](C2C=CC=CC=2)(C2C=CC=CC=2)C2C=CC=CC=2)(C2C=CC=CC=2)C2C=CC=CC=2)=CC=1.[C-]#N.[Zn+2].[C-]#N>[Cl:22][C:21]1[C:16]2[N:15]=[C:14]3[N:8]([C:5]4[N:6]=[CH:7][C:2]([C:29]#[N:30])=[CH:3][C:4]=4[CH3:28])[CH2:9][CH2:10][CH2:11][CH2:12][N:13]3[C:17]=2[C:18]([CH:23]([CH2:26][CH3:27])[CH2:24][CH3:25])=[CH:19][CH:20]=1 |f:4.5.6,^1:45,47,66,85|. Reported procedure: A mixture of 1-(5-bromo-3-methylpyridin-2-yl)-10-chloro-7-(1-ethylpropyl)-2,3,4,5-tetrahydro-1H-[1,3]diazepino[1,2-a]benzimidazole (463 mg, 1.0 mmol), tetrakis(triphenylphosphine)palladium (116 mg, 0.10 mmol) and zinc cyanide (176 mg, 1.5 mmol) in 1-methyl-2-pyrrolidinone (2.0 mL) was stirred at 100° C. for 14 hr. The mixture was diluted with ethyl acetate, filtered through a pad of celite, washed with water and brine, dried over anhydrous sodium sulfate and concentrated in vacuo. The residue wa... The reactants are C#CCC1C(CO[Si](C)(C)C(C)(C)C)OC(C)(C)N1C(=O)OC(C)(C)C, C1CCOC1, CI, [Li]CCCC. Yields the product CC#CCC1C(CO[Si](C)(C)C(C)(C)C)OC(C)(C)N1C(=O)OC(C)(C)C. As a reaction SMILES: [C:1]([CH3:2])([CH3:3])([CH3:4])[Si:5]([O:6][CH2:7][CH:8]1[CH:9]([CH2:22][C:23]#[CH:24])[N:10]([C:15](=[O:16])[O:17][C:18]([CH3:19])([CH3:20])[CH3:21])[C:11]([CH3:13])([CH3:14])[O:12]1)([CH3:25])[CH3:26].[CH2:34]1[O:35][CH2:36][CH2:37][CH2:38]1.[I:32][CH3:33].[Li:27][CH2:28][CH2:29][CH2:30][CH3:31]>>[C:1]([CH3:2])([CH3:3])([CH3:4])[Si:5]([O:6][CH2:7][CH:8]1[CH:9]([CH2:22][C:23]#[C:24][CH3:28])[N:10]([C:15](=[O:16])[O:17][C:18]([CH3:19])([CH3:20])[CH3:21])[C:11]([CH3:13])([CH3:14])[O:12]1)([CH3:25])[CH3:26]. Starting materials: OCCCCO, C=C(C)C(=O)O, Cc1ccccc1, Oc1ccc(O)cc1, O=S(=O)(O)O. The product is C=C(C)C(=O)OCCCCO. Reaction SMILES: [CH2:7]([CH2:8][CH2:9][CH2:10][OH:11])[OH:12].[CH3:1][C:2](=[CH2:3])[C:4]([OH:5])=[O:6].[CH3:26][c:27]1[cH:28][cH:29][cH:30][cH:31][cH:32]1.[OH:13][c:14]1[cH:15][cH:16][c:17]([OH:18])[cH:19][cH:20]1.[S:21](=[O:22])(=[O:23])([OH:24])[OH:25]>>[CH3:1][C:2](=[CH2:3])[C:4]([O:5][CH2:7][CH2:8][CH2:9][CH2:10][OH:11])=[O:6]. The reactants are amino, NC(C(=O)O)C(CCCCC)O (2-amino-3-hydroxy-octanoic acid), acetamido, C(C)(=O)OC(C)=O (acetic anhydride), C(C)(=O)NC(C(=O)O)C(CCCCC)O (2-acetamido-3-hydroxyoctanoic acid), [H-].C(C(C)C)[Al+]CC(C)C (di-isobutylaluminum hydride), COC(C(C(CCCCC)O)NC(C)=O)=O (2-acetamido-3-hydroxyoctanoic acid methyl ester). Run in CO (methanol). Yields the product C(C)(=O)NC(C=O)C(CCCCC)O (2-acetamido-3-hydroxyoctanal). Reaction SMILES: NC(C(O)CCCCC)C(O)=O.C(OC(=O)C)(=O)C.[C:20]([NH:23][CH:24]([CH:28]([OH:34])[CH2:29][CH2:30][CH2:31][CH2:32][CH3:33])[C:25](O)=[O:26])(=[O:22])[CH3:21].COC(=O)C(NC(=O)C)C(O)CCCCC.[H-].C([Al+]CC(C)C)C(C)C>CO>[C:20]([NH:23][CH:24]([CH:28]([OH:34])[CH2:29][CH2:30][CH2:31][CH2:32][CH3:33])[CH:25]=[O:26])(=[O:22])[CH3:21] |f:4.5|. Procedure details: Protect the amino function in the 2-amino-3-hydroxy-octanoic acid by conversion thereof to an acetamido function by reaction with acetic anhydride, then esterify the resultant 2-acetamido-3-hydroxyoctanoic acid with methanol; reduce the resultant 2-acetamido-3-hydroxyoctanoic acid methyl ester with di-isobutylaluminum hydride according to known procedures to obtain 2-acetamido-3-hydroxyoctanal. RXN SMILES: C(O)(=O)C.[CH:5]([NH2:7])=[NH:6].[Na].[CH3:9][O:10][C:11]1[CH:28]=[CH:27][CH:26]=[C:25]([O:29][CH3:30])[C:12]=1[CH2:13][CH:14]([C:20](OCC)=[O:21])[C:15](OCC)=[O:16]>C(O)C>[CH3:30][O:29][C:25]1[CH:26]=[CH:27][CH:28]=[C:11]([O:10][CH3:9])[C:12]=1[CH2:13][C:14]1[C:15]([OH:16])=[N:6][CH:5]=[N:7][C:20]=1[OH:21] |f:0.1,^1:7|. Procedure details: 0.23 g of formamidine acetate in 15 ml of ethanol was added to 0.14 g of sodium in 15 ml of ethanol. The reaction mixture was stirred 25° C. for 30 minutes and treated dropwise with 0.62 g of diethyl (2,6-dimethoxybenzyl)malonate in 10 ml of ethanol. Starting material was no longer present after 2 days. The residue was removed by filtration under suction, dissolved in a small amount of water and acidified with 1N HCl. The precipitated crystals were removed by filtration under suction and dried a... Reactants: COC1=C(CC(C(=O)OCC)C(=O)OCC)C(=CC=C1)OC (diethyl (2,6-dimethoxybenzyl)malonate), C(C)(=O)O.C(=N)N (formamidine acetate), [Na] (sodium). Run at temperature 25 celsius, time 30 minute. Isolated yield 33.4%. Solvent: C(C)O (ethanol), C(C)O (ethanol), C(C)O (ethanol). The product is COC1=C(CC=2C(=NC=NC2O)O)C(=CC=C1)OC (5-(2,6-dimethoxy-benzyl)-4,6-pyrimidinediol).